This data is from the Open Reaction Database (ORD), a public repository of structured organic reaction records. The task is: describe an organic reaction: reactants, conditions, products, and yield The reactants are C(C1=CC=CC=C1)[C@@H](C(N1CCC(CC1)=O)=O)NC(=O)C=1NC2=CC=C(C=C2C1)Cl (5-chloro-1H-indole-2-carboxylic acid [1(S)-benzyl-2-oxo-2-(4-oxo-piperidin-1-yl)-ethyl]-amide), Cl.NO (hydroxylamine hydrochloride), C([O-])([O-])=O.[K+].[K+] (potassium carbonate). The solvent is C(C)O (ethanol), O (water). Reaction conditions: temperature 25 celsius, time 18 hour. The product is C(C1=CC=CC=C1)[C@@H](C(=O)N1CCC(CC1)=NO)NC(=O)C=1NC2=CC=C(C=C2C1)Cl (5-Chloro-1H-indole-2-carboxylic acid [(1S)-benzyl-2-(4-hydroxyimino-piperidin-1-yl)-2-oxo-ethyl]-amide). Reaction SMILES: [CH2:1]([C@H:8]([NH:18][C:19]([C:21]1[NH:22][C:23]2[C:28]([CH:29]=1)=[CH:27][C:26]([Cl:30])=[CH:25][CH:24]=2)=[O:20])[C:9](=[O:17])[N:10]1[CH2:15][CH2:14][C:13](=O)[CH2:12][CH2:11]1)[C:2]1[CH:7]=[CH:6][CH:5]=[CH:4][CH:3]=1.Cl.[NH2:32][OH:33].C(=O)([O-])[O-].[K+].[K+]>C(O)C.O>[CH2:1]([C@H:8]([NH:18][C:19]([C:21]1[NH:22][C:23]2[C:28]([CH:29]=1)=[CH:27][C:26]([Cl:30])=[CH:25][CH:24]=2)=[O:20])[C:9]([N:10]1[CH2:15][CH2:14][C:13](=[N:32][OH:33])[CH2:12][CH2:11]1)=[O:17])[C:2]1[CH:3]=[CH:4][CH:5]=[CH:6][CH:7]=1 |f:1.2,3.4.5|. Procedure details: A mixture of 5-chloro-1H-indole-2-carboxylic acid [1(S)-benzyl-2-oxo-2-(4-oxo-piperidin-1-yl)-ethyl]-amide (406 mg, 0.96 mmol), hydroxylamine hydrochloride (80 mg, 1.15 mmol), and potassium carbonate, (159 mg, 1.15 mmol) in ethanol (6 mL) and water (1 mL) was stirred at 25° C. for 18 h and concentrated. The residue was dissolved in ethyl acetate and the resulting solution washed with water and dried (411 mg, 98%): HPLC (60/40) 5.13 minutes (97%); TSPMS 439/441 (MH+, 100%); Starting materials: C1CCOC1, [O-][Cl+][O-], O=Cc1c(Cl)ccnc1Cl, NS(=O)(=O)O, [Na+], [Na+], [OH-], O. Yields the product O=C(O)c1c(Cl)ccnc1Cl. As a reaction SMILES: [CH2:20]1[O:21][CH2:22][CH2:23][CH2:24]1.[Cl+:11]([O-:12])[O-:13].[Cl:1][c:2]1[n:3][cH:4][cH:5][c:6]([Cl:10])[c:7]1[CH:8]=[O:9].[NH2:15][S:16](=[O:17])(=[O:18])[OH:19].[Na+:14].[Na+:27].[OH-:26].[OH2:25]>>[Cl:1][c:2]1[n:3][cH:4][cH:5][c:6]([Cl:10])[c:7]1[C:8](=[O:9])[OH:12]. The reactants are resultant mixture, COC=1C(C2=CC(=CC=C2CC1)OC)C(=O)OC (Methyl 2,7-dimethoxy-1,4-dihydro-1-naphthoate), C(C(=O)O)(=O)O (oxalic acid), CO (methanol). Run in O (water). Conditions: temperature 20 celsius, time 18 hour. The product is OC1=C(C2=CC(=CC=C2CC1)OC)C(=O)OC (Methyl 2-hydroxy-7-methoxy-3,4-dihydro-1-naphthoate). The yield is 100.0%. Reaction SMILES: C[O:2][C:3]1[CH:4]([C:15]([O:17][CH3:18])=[O:16])[C:5]2[C:10]([CH2:11][CH:12]=1)=[CH:9][CH:8]=[C:7]([O:13][CH3:14])[CH:6]=2.C(O)(=O)C(O)=O.CO>O>[OH:2][C:3]1[CH2:12][CH2:11][C:10]2[C:5](=[CH:6][C:7]([O:13][CH3:14])=[CH:8][CH:9]=2)[C:4]=1[C:15]([O:17][CH3:18])=[O:16]. Procedure: A mixture of II (0.124 mole), oxalic acid (0.124 mole), 400 ml. methanol and 120 ml. water was warmed until solution occurred. This solution was then stirred at 20° C. for 18 hours. The resultant mixture was warmed again to solution and then concentrated. The residue was treated with dilute potassium carbonate and extracted with methylene chloride. The extracts were dried (MgSO4), filtered and concentrated to give III (~100%). Two recrystallizations of a small sample from methanol gave an analyt... The reactants are C([O-])([O-])=O.[Na+].[Na+] (sodium carbonate), C1(CC1)COC1=C(C=CC=C1OC)/C=C/C=1N=C2N(C(C1I)=O)C=CS2 (7-{(E)-2-[2-(Cyclopropylmethoxy)-3-methoxyphenyl]vinyl}-6-iodo-5H-[1,3]thiazolo[3,2-a]pyrimidin-5-one), C1(=CC=CC=C1)B(O)O (phenylboronic acid), Pd[(C6H5)3P]4. Run in O (water), C1(=CC=CC=C1)C (toluene), C(C)O (ethanol). Yields the product C1(CC1)COC1=C(C=CC=C1OC)/C=C/C=1N=C2N(C(C1C1=CC=CC=C1)=O)C=CS2 (7-{(E)-2-[2-(Cyclopropylmethoxy)-3-methoxyphenyl]vinyl}-6-phenyl-5H-[1,3]thiazolo[3,2-a]pyrimidin-5-one). Yield: 15.1%. As a reaction SMILES: [CH:1]1([CH2:4][O:5][C:6]2[C:11]([O:12][CH3:13])=[CH:10][CH:9]=[CH:8][C:7]=2/[CH:14]=[CH:15]/[C:16]2[N:17]=[C:18]3[S:26][CH:25]=[CH:24][N:19]3[C:20](=[O:23])[C:21]=2I)[CH2:3][CH2:2]1.[C:27]1(B(O)O)[CH:32]=[CH:31][CH:30]=[CH:29][CH:28]=1.C(=O)([O-])[O-].[Na+].[Na+]>C1(C)C=CC=CC=1.C(O)C.O>[CH:1]1([CH2:4][O:5][C:6]2[C:11]([O:12][CH3:13])=[CH:10][CH:9]=[CH:8][C:7]=2/[CH:14]=[CH:15]/[C:16]2[N:17]=[C:18]3[S:26][CH:25]=[CH:24][N:19]3[C:20](=[O:23])[C:21]=2[C:27]2[CH:32]=[CH:31][CH:30]=[CH:29][CH:28]=2)[CH2:3][CH2:2]1 |f:2.3.4|. Procedure details: The title compound was prepared from Intermediate 2 (100 mg, 0.231 mmol) and phenylboronic acid (33 mg, 0.276 mmol) using Pd[(C6H5)3P]4 (26 mg, 0.023 mmol) and sodium carbonate (48 mg, 0.461 mmol) in toluene (5 ml) and ethanol (2 ml) and water (2 ml) according to the procedure outlined in Example 1 to yield crude product which was purified by column chromatography to afford 15 mg of the desired product; 1H NMR (300 MHz, CDCl3) δ 0.32 (d, J=4.2 Hz, 2H), 0.57 (d, J=7.2 Hz, 2H), 0.99-1.70 (m, 1H), ... Reactants: CS(=O)CC(=O)C1=NOC(=C1)C1=CC=CC=C1 (3-methylsulfinylacetyl-5-phenylisoxazole), C(C)(=O)Br (acetyl bromide), C(C)(=O)OCC (ethyl acetate), Cl (hydrogen chloride). Solvent: ClCCl (dichloromethane). Product: CSC(C(=O)C1=NOC(=C1)C1=CC=CC=C1)Br (3-(2-methylthio-2-bromoacetyl)-5-phenylisoxazole). Yield: 103.5%. Reaction SMILES: [CH3:1][S:2]([CH2:4][C:5]([C:7]1[CH:11]=[C:10]([C:12]2[CH:17]=[CH:16][CH:15]=[CH:14][CH:13]=2)[O:9][N:8]=1)=[O:6])=O.C(OCC)(=O)C.Cl.C([Br:28])(=O)C>ClCCl>[CH3:1][S:2][CH:4]([Br:28])[C:5]([C:7]1[CH:11]=[C:10]([C:12]2[CH:17]=[CH:16][CH:15]=[CH:14][CH:13]=2)[O:9][N:8]=1)=[O:6]. Procedure details: A reaction identical with that of Example 3 is performed on the 3-methylsulfinylacetyl-5-phenylisoxazole (1.25 g) prepared in a manner similar to that described in Example 1 or 2 with the exception that the ethyl acetate solution of hydrogen chloride is replaced by a solution of acetyl bromide (741 mg, 6.025 milimoles) in dichloromethane (10 ml) to give 3-(2-methylthio-2-bromoacetyl)-5-phenylisoxazole (1.62 g, 103.5 %) as a crude crystalline residue. Starting materials: C12C(CCCC1)O2 (cyclohexene oxide), solution, Cl.CO (HCl MeOH). Run in C(Cl)Cl (CH2Cl2). Reaction conditions: time 24 hour. Product: C(=O)=O.C12C(CCCC1)O2 (CO2 Cyclohexene Oxide). As a reaction SMILES: [CH:1]12[O:7][CH:2]1[CH2:3][CH2:4][CH2:5][CH2:6]2.Cl.C[OH:10]>C(Cl)Cl>[C:1](=[O:7])=[O:10].[CH:2]12[O:7][CH:1]1[CH2:6][CH2:5][CH2:4][CH2:3]2 |f:1.2,4.5|. Reported procedure: All low pressure catalytic reactions were carried out in magnetically stirred Schlenk tubes, using standard Schlenk techniques. The Schlenk tubes were dried, in an oven at 140° C., for 20 h before any use. In a typical reaction cyclohexene oxide (2.5 mL, 24.7 mmol), and the catalyst were added to a Schlenk tube. The cyclohexene oxide was rapidly de-gassed, before being left stirring under 1 atm CO2 (continuously fed using a reserve cylinder), at 80° C., for 24 h. At the end of the reaction the c... Starting materials: Cl.FC1=C(C=CC=C1)N1N=C(C2=CC=CC=C12)OC1CCNCC1 (1-(2-fluoro-phenyl)-3-(piperidin-4-yloxy)-1H-indazole hydrochloride), C([C@H](O)[C@@H](O)C(=O)O)(=O)O (L-tartaric acid), C([O-])([O-])=O.[Na+].[Na+] (Sodium carbonate), CCOCC (ether). Run in O1CCCC1 (tetrahydrofuran), O (water), O (water). Conditions: time 0.5 hour. Yields the product C(=O)(O)[C@H](O)[C@@H](O)C(=O)O.FC1=C(C=CC=C1)N1N=C(C2=CC=CC=C12)OC1CCNCC1.C(=O)(O)[C@H](O)[C@@H](O)C(=O)O (L-tartrate salt—1-(2-fluoro-phenyl)-3-(piperidin-4-yloxy)-1H-indazole L-tartrate). The yield is 124.9%. As a reaction SMILES: Cl.[F:2][C:3]1[CH:8]=[CH:7][CH:6]=[CH:5][C:4]=1[N:9]1[C:17]2[C:12](=[CH:13][CH:14]=[CH:15][CH:16]=2)[C:11]([O:18][CH:19]2[CH2:24][CH2:23][NH:22][CH2:21][CH2:20]2)=[N:10]1.C(=O)([O-])[O-].[Na+].[Na+].CCOCC.[C:36]([OH:45])(=[O:44])[C@@H:37]([C@H:39]([C:41]([OH:43])=[O:42])[OH:40])[OH:38]>O1CCCC1.O>[C:41]([C@@H:39]([C@H:37]([C:36]([OH:45])=[O:44])[OH:38])[OH:40])([OH:43])=[O:42].[F:2][C:3]1[CH:8]=[CH:7][CH:6]=[CH:5][C:4]=1[N:9]1[C:17]2[C:12](=[CH:13][CH:14]=[CH:15][CH:16]=2)[C:11]([O:18][CH:19]2[CH2:24][CH2:23][NH:22][CH2:21][CH2:20]2)=[N:10]1.[C:41]([C@@H:39]([C@H:37]([C:36]([OH:45])=[O:44])[OH:38])[OH:40])([OH:43])=[O:42] |f:0.1,2.3.4,9.10.11|. Reported procedure: A mixture of 1-(2-fluoro-phenyl)-3-(piperidin-4-yloxy)-1H-indazole hydrochloride (9.0 g, 0.026 moles) in tetrahydrofuran (20 ml) and water (100 ml) was stirred at room temperature for 0.5 hour as a solution formed. Sodium carbonate (15 g, 0.142 moles) was added portion-wise over a 5-minute period, followed by ether (150 ml). The mixture was shaken and the layers were separated. The aqueous layer was extracted with ether (100 ml). The combined organic layers were dried over magnesium sulfate and ... The reactants are Cl.CO (HCl CH3OH), CC1=C2C[C@H]3N(C[C@H](C(O)=O)C=C3C=3C=CC=C(N1)C32)C (2-methyl-lysergic acid), CCOCC.CCCCCC (ether hexane). Solvent: CO (CH3OH), CO (CH3OH). Run at time 15 hour. The product is COC(=O)[C@H]1CN(C)[C@@H]2CC3=C(NC4=CC=CC(C2=C1)=C34)C (2-Methyl-lysergic acid methyl ester). RXN SMILES: [CH3:1][C:2]1[NH:19][C:18]2[C:20]3[C:3]=1[CH2:4][C@@H:5]1[C:13]([C:14]=3[CH:15]=[CH:16][CH:17]=2)=[CH:12][C@@H:8]([C:9](=[O:11])[OH:10])[CH2:7][N:6]1[CH3:21].Cl.CO.[CH3:25]COCC.CCCCCC>CO>[CH3:25][O:11][C:9]([C@@H:8]1[CH:12]=[C:13]2[C@@H:5]([CH2:4][C:3]3[C:20]4[C:18](=[CH:17][CH:16]=[CH:15][C:14]2=4)[NH:19][C:2]=3[CH3:1])[N:6]([CH3:21])[CH2:7]1)=[O:10] |f:1.2,3.4|. Procedure: To a suspension of 25 g 2-methyl-lysergic acid in 500 ml CH3OH are added 253 ml 3.5N HCl/CH3OH. The reaction mixture is then stirred at room temperature for 15 hours, then diluted with 500 ml CH3OH and stirred 2 days. The mixture is evaporated and partitioned between ethyl acetate and 5% K2CO3 solution. After drying and evaporating the heading compound is obtained as crystals, which are then rubbed with ether/hexane (1:1), m.p. 154° (sintering 150°). Starting materials: C1COCCO1, CCN, Cc1c(F)cc(C(=O)NC2CC2)cc1-n1ccnc(NC(C)(C)c2ccccc2OCCCl)c1=O. Yields the product CCNCCOc1ccccc1C(C)(C)Nc1nccn(-c2cc(C(=O)NC3CC3)cc(F)c2C)c1=O. Reaction SMILES: [CH2:39]1[O:40][CH2:41][CH2:42][O:43][CH2:44]1.[CH3:36][CH2:37][NH2:38].[Cl:1][CH2:2][CH2:3][O:4][c:5]1[c:6]([C:11]([CH3:12])([CH3:13])[NH:14][c:15]2[c:16](=[O:35])[n:17](-[c:21]3[cH:22][c:23]([C:24](=[O:25])[NH:26][CH:27]4[CH2:28][CH2:29]4)[cH:30][c:31]([F:34])[c:32]3[CH3:33])[cH:18][cH:19][n:20]2)[cH:7][cH:8][cH:9][cH:10]1>>[CH2:2]([CH2:3][O:4][c:5]1[c:6]([C:11]([CH3:12])([CH3:13])[NH:14][c:15]2[c:16](=[O:35])[n:17](-[c:21]3[cH:22][c:23]([C:24](=[O:25])[NH:26][CH:27]4[CH2:28][CH2:29]4)[cH:30][c:31]([F:34])[c:32]3[CH3:33])[cH:18][cH:19][n:20]2)[cH:7][cH:8][cH:9][cH:10]1)[NH:38][CH2:37][CH3:36]. Reactants: CI, N#Cc1ccc(N)cc1, C1CCOC1. Yields the product CNc1ccc(C#N)cc1. RXN SMILES: [CH3:10][I:11].[NH2:1][c:2]1[cH:3][cH:4][c:5]([C:6]#[N:7])[cH:8][cH:9]1.[O:12]1[CH2:13][CH2:14][CH2:15][CH2:16]1>>[NH:1]([c:2]1[cH:3][cH:4][c:5]([C:6]#[N:7])[cH:8][cH:9]1)[CH3:10].